This data is from the Open Reaction Database (ORD), a public repository of structured organic reaction records. The task is: describe an organic reaction: reactants, conditions, products, and yield Reactants: O=C(O)c1cc2cc(Br)ccc2n1Cc1cccc(F)c1, CCN=C=NCCCN(C)C, CCOC(C)=O, Cl, Nc1ccc(N2CCC2)nc1, CN(C)C=O, O, On1nnc2ccccc21. Yields the product O=C(Nc1ccc(N2CCC2)nc1)c1cc2cc(Br)ccc2n1Cc1cccc(F)c1. Reaction SMILES: [Br:23][c:24]1[cH:25][c:26]2[cH:27][c:28]([C:41](=[O:42])[OH:43])[n:29]([CH2:33][c:34]3[cH:35][c:36]([F:40])[cH:37][cH:38][cH:39]3)[c:30]2[cH:31][cH:32]1.[CH3:2][N:3]([CH3:4])[CH2:5][CH2:6][CH2:7][N:8]=[C:9]=[N:10][CH2:11][CH3:12].[CH3:60][CH2:61][O:62][C:63](=[O:64])[CH3:65].[ClH:1].[NH2:44][c:45]1[cH:46][n:47][c:48]([N:51]2[CH2:52][CH2:53][CH2:54]2)[cH:49][cH:50]1.[O:55]=[CH:56][N:57]([CH3:58])[CH3:59].[OH2:66].[OH:13][n:14]1[c:15]2[cH:16][cH:17][cH:18][cH:19][c:20]2[n:21][n:22]1>>[Br:23][c:24]1[cH:25][c:26]2[cH:27][c:28]([C:41](=[O:42])[NH:44][c:45]3[cH:46][n:47][c:48]([N:51]4[CH2:52][CH2:53][CH2:54]4)[cH:49][cH:50]3)[n:29]([CH2:33][c:34]3[cH:35][c:36]([F:40])[cH:37][cH:38][cH:39]3)[c:30]2[cH:31][cH:32]1. Starting materials: CCN, CCN, C[O-], Cl, [Na+], S=C=Nc1ccccc1N1CCOCC1. The product is CCNC(=S)Nc1ccccc1N1CCOCC1. Reaction SMILES: [CH2:20]([NH2:21])[CH3:22].[CH3:16][CH2:17][NH2:18].[CH3:23][O-:24].[ClH:19].[Na+:25].[O:1]1[CH2:2][CH2:3][N:4]([c:7]2[c:8]([N:13]=[C:14]=[S:15])[cH:9][cH:10][cH:11][cH:12]2)[CH2:5][CH2:6]1>>[O:1]1[CH2:2][CH2:3][N:4]([c:7]2[c:8]([NH:13][C:14](=[S:15])[NH:18][CH2:17][CH3:16])[cH:9][cH:10][cH:11][cH:12]2)[CH2:5][CH2:6]1.